From a dataset of the Open Reaction Database (ORD), a public repository of structured organic reaction records. describe an organic reaction: reactants, conditions, products, and yield Starting materials: C(C)C1=CC(=C(NC1=O)C)C1=CC=C(O1)C=O (5-(5-Ethyl-2-methyl-6-oxo-1,6-dihydropyridin-3-yl]furan-2-carbaldehyde), C(C1=CC=CC=C1)NC (benzyl methylamine). Yields the product C(C1=CC=CC=C1)N(C)CC1=CC=C(O1)C=1C=C(C(NC1C)=O)CC (5-{5-[(Benzyl methylamino)methyl]furan-2-yl)-3-ethyl-6-methyl-1H-pyridin-2-one). Isolated yield 53.0%. Reaction SMILES: [CH2:1]([C:3]1[C:8](=[O:9])[NH:7][C:6]([CH3:10])=[C:5]([C:11]2[O:15][C:14]([CH:16]=O)=[CH:13][CH:12]=2)[CH:4]=1)[CH3:2].[CH2:18]([NH:25][CH3:26])[C:19]1[CH:24]=[CH:23][CH:22]=[CH:21][CH:20]=1>>[CH2:18]([N:25]([CH2:16][C:14]1[O:15][C:11]([C:5]2[CH:4]=[C:3]([CH2:1][CH3:2])[C:8](=[O:9])[NH:7][C:6]=2[CH3:10])=[CH:12][CH:13]=1)[CH3:26])[C:19]1[CH:24]=[CH:23][CH:22]=[CH:21][CH:20]=1. Procedure: 5-(5-Ethyl-2-methyl-6-oxo-1,6-dihydropyridin-3-yl]furan-2-carbaldehyde is reacted with benzyl methylamine as described in Method A, Example 123 to give the title compound as a solid (53% yield). LC/MS: RT 2.08 min; m/e 337 (M+H); 1H NMR (δ, ppm): 11.6 (1H, s), 7.46 (1H, s); 7.3 (5H, m); 6.4 (2H, dd), 3.6 (2H, s), 3.55 (2H, s), 2.4 (2H, m), 2.36 (2H, s), 2.2 (3H, s), 1.05 (3H, t). The solvent is Cl (HCl). As a reaction SMILES: [Br:1][C:2]1[CH:3]=[C:4]([N+:19]([O-:21])=[O:20])[C:5]([CH:8](C(OCC)=O)C(OCC)=O)=[N:6][CH:7]=1>Cl>[Br:1][C:2]1[CH:3]=[C:4]([N+:19]([O-:21])=[O:20])[C:5]([CH3:8])=[N:6][CH:7]=1. Reactants: BrC=1C=C(C(=NC1)C(C(=O)OCC)C(=O)OCC)[N+](=O)[O-] (diethyl 2-(5-bromo-3-nitropyridin-2-yl)malonate). The product is BrC=1C=C(C(=NC1)C)[N+](=O)[O-] (5-bromo-2-methyl-3-nitropyridine). The yield is 77.2%. Reported procedure: A stirred mixture of diethyl 2-(5-bromo-3-nitropyridin-2-yl)malonate (12.5 g, 34.6 mmol) in HCl (7 N in water, 200 mL) is heated at reflux for 18 hours. The mixture is cooled to room temperature and extracted with CH2Cl2 (3×200 mL). Organic layer is collected, dried over Na2SO4, filtered and concentrated to dryness. The crude product is purified via chromatography using CH2Cl2 to afford the title compound (5.8 g, 84%) as a yellow solid: Rf 0.67 (CH2Cl2); LCMS (m/z)=217.1, 219.2 [M+H]+, tR=2.01 m... Starting materials: COC(CC(C)=O)=O (3-oxo-butyric acid methyl ester), R3—(CH2)m—NH2, N[C@H]1[C@@H](CCCC1)O ((1R,2R)-2-aminocyclohexanol), BrCC(=O)C1=C(C=CC(=C1)C(F)(F)F)Cl (2-bromo-1-[2-chloro-5-(trifluoromethyl)-phenyl]-ethanone), CC1(OCCC1)CN (tetrahydro-2-methyl-2-furanmethanamine). Product: O[C@H]1[C@@H](CCCC1)NC(=O)C1=C(N(C(=C1)C1=C(C=CC(=C1)C(F)(F)F)Cl)C[C@@]1(OCCC1)C)C (5-(2-Chloro-5-trifluoromethyl-phenyl)-2-methyl-1-((R)-2-methyl-tetrahydro-furan-2-ylmethyl)-1H-pyrrole-3-carboxylic acid ((1R,2R)-2-hydroxy-cyclohexyl)-amide). RXN SMILES: CO[C:3](=[O:8])[CH2:4][C:5](=O)[CH3:6].Br[CH2:10][C:11]([C:13]1[CH:18]=[C:17]([C:19]([F:22])([F:21])[F:20])[CH:16]=[CH:15][C:14]=1[Cl:23])=O.[CH3:24][C:25]1([CH2:30][NH2:31])[CH2:29][CH2:28][CH2:27][O:26]1.[NH2:32][C@@H:33]1[CH2:38][CH2:37][CH2:36][CH2:35][C@H:34]1[OH:39]>>[OH:39][C@@H:34]1[CH2:35][CH2:36][CH2:37][CH2:38][C@H:33]1[NH:32][C:3]([C:4]1[CH:10]=[C:11]([C:13]2[CH:18]=[C:17]([C:19]([F:22])([F:21])[F:20])[CH:16]=[CH:15][C:14]=2[Cl:23])[N:31]([CH2:30][C@@:25]2([CH3:24])[CH2:29][CH2:28][CH2:27][O:26]2)[C:5]=1[CH3:6])=[O:8]. Reported procedure: The title compound was synthesized in analogy to example 7, using 3-oxo-butyric acid methyl ester as compound of formula R, 2-bromo-1-[2-chloro-5-(trifluoromethyl)-phenyl]-ethanone as compound of formula S, tetrahydro-2-methyl-2-furanmethanamine as R3—(CH2)m—NH2 and (1R,2R)-2-aminocyclohexanol as R1R2NH. Enantiomers of the 5-(2-chloro-5-trifluoromethyl-phenyl)-2-methyl-1-(−2-methyl-tetrahydro-furan-2-ylmethyl)-1H-pyrrole-3-carboxylic acid methyl ester were separated on ChiralPak AD (2% isopropan... Reactants: CCOC(C)=O, O=C1COC(c2ccc([N+](=O)[O-])cc2)=NN1. Product: Nc1ccc(C2=NNC(=O)CO2)cc1. RXN SMILES: [CH3:17][CH2:18][O:19][C:20](=[O:21])[CH3:22].[N+:1]([O-:2])(=[O:3])[c:4]1[cH:5][cH:6][c:7]([C:10]2=[N:15][NH:14][C:13](=[O:16])[CH2:12][O:11]2)[cH:8][cH:9]1>>[NH2:1][c:4]1[cH:5][cH:6][c:7]([C:10]2=[N:15][NH:14][C:13](=[O:16])[CH2:12][O:11]2)[cH:8][cH:9]1. Starting materials: FC1=C(C(=O)NC=2C=C3C(=NC2)N(C(=C3)I)S(=O)(=O)C3=CC=CC=C3)C(=CC=C1NS(=O)(=O)CCC)F (2,6-difluoro-N-(2-iodo-1-(phenylsulfonyl)-1H-pyrrolo[2,3-b]pyridin-5-yl)-3-(propylsulfonamido)benzamide), FC1=C(C(=O)NC=2C=C3C(=NC2)N(C=C3I)S(=O)(=O)C3=CC=CC=C3)C(=CC=C1NS(=O)(=O)CCC)F (2,6-difluoro-N-(3-iodo-1-(phenylsulfonyl)-1H-pyrrolo[2,3-b]pyridin-5-yl)-3-(propylsulfonamido)benzamide). Yields the product C(#N)C1=CC=2C(=NC=C(C2)NC(C2=C(C(=CC=C2F)NS(=O)(=O)CCC)F)=O)N1 (N-(2-Cyano-1H-pyrrolo[2,3-b]pyridin-5-yl)-2,6-difluoro-3-(propylsulfonamido)benzamide). RXN SMILES: [F:1][C:2]1[C:29]([NH:30][S:31]([CH2:34][CH2:35][CH3:36])(=[O:33])=[O:32])=[CH:28][CH:27]=[C:26]([F:37])[C:3]=1[C:4]([NH:6][C:7]1[CH:8]=[C:9]2[CH:15]=[C:14](I)[N:13](S(C3C=CC=CC=3)(=O)=O)[C:10]2=[N:11][CH:12]=1)=[O:5].FC1C(NS(CCC)(=O)=O)=CC=C(F)C=1[C:41]([NH:43]C1C=C2C(I)=CN(S(C3C=CC=CC=3)(=O)=O)C2=NC=1)=O>>[C:41]([C:14]1[NH:13][C:10]2=[N:11][CH:12]=[C:7]([NH:6][C:4](=[O:5])[C:3]3[C:26]([F:37])=[CH:27][CH:28]=[C:29]([NH:30][S:31]([CH2:34][CH2:35][CH3:36])(=[O:33])=[O:32])[C:2]=3[F:1])[CH:8]=[C:9]2[CH:15]=1)#[N:43]. Reported procedure: N-(2-Cyano-1H-pyrrolo[2,3-b]pyridin-5-yl)-2,6-difluoro-3-(propylsulfonamido)benzamide was prepared following Example 17 substituting 2,6-difluoro-N-(2-iodo-1-(phenylsulfonyl)-1H-pyrrolo[2,3-b]pyridin-5-yl)-3-(propylsulfonamido)benzamide for 2,6-difluoro-N-(3-iodo-1-(phenylsulfonyl)-1H-pyrrolo[2,3-b]pyridin-5-yl)-3-(propylsulfonamido)benzamide. 1H NMR (400 MHz, d6-DMSO) δ 12.98 (br s, 1H), 11.08 (s, 1H), 9.80 (br s, 1H), 8.60 (s, 2H), 7.59-7.52 (m, 1H), 7.43 (s, 1H), 7.30-7.24 (m, 1H), 3.15-3.09 ...